Dataset: the Open Reaction Database (ORD), a public repository of structured organic reaction records. Task: describe an organic reaction: reactants, conditions, products, and yield Reactants: P(=O)(O)(O)O.NC(=O)N (Urea phosphate), C(C(=O)O)(=O)O (oxalic acid), O (water). Solvent: P(O)(O)(O)=O (phosphoric acid), P(O)(O)(O)=O (phosphoric acid). Product: C(C(=O)O)(=O)O.NC(=O)N (urea oxalate). As a reaction SMILES: P(O)(O)(O)=O.[NH2:6][C:7]([NH2:9])=[O:8].[C:10]([OH:15])(=[O:14])[C:11]([OH:13])=[O:12].O>P(=O)(O)(O)O>[C:10]([OH:15])(=[O:14])[C:11]([OH:13])=[O:12].[NH2:6][C:7]([NH2:9])=[O:8] |f:0.1,5.6|. Procedure: Referring now more specifically to the FIGURE, 3 represents any vessel suitable for containing the reaction mixture. Urea phosphate 2, oxalic acid 1, and water in the form of dilute phosphoric acid 4 are fed to reactor 3 to form a slurry of urea oxalate in purified phosphoric acid. The slurry is fed via line 5 to cooler 6 and then via line 7 to filtering and washing apparatus 8. The filtrate is purified phosphoric acid and it is withdrawn via line 9 as product. The urea oxalate filter cake is wa... Starting materials: C(C)(C)(C)OC(C(=O)OC)C=1C(=C2C(=NC1C)NC=C2)C=2C=C1CCCOC1=CC2 (methyl 2-(tert-butoxy)-2-(4-(chroman-6-yl)-6-methyl-1H-pyrrolo[2,3-b]pyridin-5-yl)acetate), FC=1C=C(CBr)C=C(C1F)F (3,4,5-trifluorobenzyl bromide). The product is C(C)(C)(C)OC(C(=O)O)C=1C(=C2C(=NC1C)N(C=C2)CC2=CC(=C(C(=C2)F)F)F)C=2C=C1CCCOC1=CC2 (2-(tert-butoxy)-2-(4-(chroman-6-yl)-6-methyl-1-(3,4,5-trifluorobenzyl)-1H-pyrrolo[2,3-b]pyridin-5-yl)acetic acid). RXN SMILES: [C:1]([O:5][CH:6]([C:11]1[C:12]([C:21]2[CH:22]=[C:23]3[C:28](=[CH:29][CH:30]=2)[O:27][CH2:26][CH2:25][CH2:24]3)=[C:13]2[CH:20]=[CH:19][NH:18][C:14]2=[N:15][C:16]=1[CH3:17])[C:7]([O:9]C)=[O:8])([CH3:4])([CH3:3])[CH3:2].[F:31][C:32]1[CH:33]=[C:34]([CH:37]=[C:38]([F:41])[C:39]=1[F:40])[CH2:35]Br>>[C:1]([O:5][CH:6]([C:11]1[C:12]([C:21]2[CH:22]=[C:23]3[C:28](=[CH:29][CH:30]=2)[O:27][CH2:26][CH2:25][CH2:24]3)=[C:13]2[CH:20]=[CH:19][N:18]([CH2:35][C:34]3[CH:33]=[C:32]([F:31])[C:39]([F:40])=[C:38]([F:41])[CH:37]=3)[C:14]2=[N:15][C:16]=1[CH3:17])[C:7]([OH:9])=[O:8])([CH3:4])([CH3:3])[CH3:2]. Procedure: The title compound was prepared in a manner similar to that described in Example 27, Step H from methyl 2-(tert-butoxy)-2-(4-(chroman-6-yl)-6-methyl-1H-pyrrolo[2,3-b]pyridin-5-yl)acetate and 3,4,5-trifluorobenzyl bromide. 1H NMR (400 MHz, CHLOROFORM-d) δ ppm 7.50-7.43 (m, 1 H), 7.24-7.17 (m, 1 H), 7.07 (t, J=3.0 Hz, 1 H), 6.97-6.87 (m, 3 H), 6.35 (dd, J=3.3, 11.3 Hz, 1 H), 5.60-5.42 (m, 3 H), 4.29 (t, J=4.8 Hz, 2 H), 2.92-2.80 (m, 2 H), 2.76 (s, 3 H), 2.15-2.07 (m, 2 H), 1.01-0.91 (s, 9 H); LC/M...